From a dataset of the Open Reaction Database (ORD), a public repository of structured organic reaction records. describe an organic reaction: reactants, conditions, products, and yield Starting materials: COCC(C)(C)N1C=NC(=C1)NC(C(CCC)N)=O (2-Amino-pentanoic acid [1-(2-methoxy-1,1-dimethyl-ethyl)-1H-imidazol-4-yl]-amide), FC=1C=C(C=C(C1)F)CC(=O)O ((3,5-Difluoro-phenyl)-acetic acid). The product is COCC(C)(C)N1C=NC(=C1)NC(C(CCC)NC(CC1=CC(=CC(=C1)F)F)=O)=O (2-[2-(3,5-Difluoro-phenyl)-acetylamino]-pentanoic acid [1-(2-methoxy-1,1-dimethyl-ethyl)-1H-imidazol-4-yl]-amide). RXN SMILES: [CH3:1][O:2][CH2:3][C:4]([N:7]1[CH:11]=[C:10]([NH:12][C:13](=[O:19])[CH:14]([NH2:18])[CH2:15][CH2:16][CH3:17])[N:9]=[CH:8]1)([CH3:6])[CH3:5].[F:20][C:21]1[CH:22]=[C:23]([CH2:28][C:29](O)=[O:30])[CH:24]=[C:25]([F:27])[CH:26]=1>>[CH3:1][O:2][CH2:3][C:4]([N:7]1[CH:11]=[C:10]([NH:12][C:13](=[O:19])[CH:14]([NH:18][C:29](=[O:30])[CH2:28][C:23]2[CH:22]=[C:21]([F:20])[CH:26]=[C:25]([F:27])[CH:24]=2)[CH2:15][CH2:16][CH3:17])[N:9]=[CH:8]1)([CH3:5])[CH3:6]. Procedure details: 2-Amino-pentanoic acid [1-(2-methoxy-1,1-dimethyl-ethyl)-1H-imidazol-4-yl]-amide was coupled with (3,5-Difluoro-phenyl)-acetic acid to provide the title compound: H1NMR (400 MHz, CDCl3) 0.85 (t, 3H, J=7), 1.3 (m, 2H), 1.54 (s, 6H), 1.65 (m, 1H), 1.80 (m, 1H), 3.29 (s, 3H), 3.43 (s, 2H), 3.53 (s, 3H), 4.76, (m, 1H), 6.56 (m, 1H), 6.71 (m, 1H), 6.81 (m, 2H), 7.44 (s, 1H), 7.65 (s, 1H); MS m/z 423.3 (M+1).